Dataset: the Open Reaction Database (ORD), a public repository of structured organic reaction records. Task: describe an organic reaction: reactants, conditions, products, and yield Starting materials: Cl, [I-], [I-], [K+], Nc1ccc2ccc([N+](=O)[O-])cc2c1, O=N[O-], [Na+], O. Product: O=[N+]([O-])c1ccc2ccc(I)cc2c1. As a reaction SMILES: [ClH:22].[I-:19].[I-:21].[K+:20].[N+:1](=[O:2])([O-:3])[c:4]1[cH:5][cH:6][c:7]2[cH:8][cH:9][c:10]([NH2:14])[cH:11][c:12]2[cH:13]1.[N:15]([O-:16])=[O:17].[Na+:18].[OH2:23]>>[N+:1](=[O:2])([O-:3])[c:4]1[cH:5][cH:6][c:7]2[cH:8][cH:9][c:10]([I:19])[cH:11][c:12]2[cH:13]1. Reactants: ClC=1C=C(C(=O)NC=2C(=NC=C(C2)Cl)Cl)C=CC1 (3-chloro-N-(2,5-dichloro-pyridin-3-yl)-benzamide), N1CCNCC1 (piperazine). Run in C(C)#N (acetonitrile). Yields the product ClC=1C=C(C(=O)NC=2C(=NC=C(C2)Cl)N2CCNCC2)C=CC1 (3-chloro-N-(5-chloro-2-piperazin-1-yl-pyridin-3-yl)-benzamide). The yield is 54.9%. Reaction SMILES: [Cl:1][C:2]1[CH:3]=[C:4]([CH:16]=[CH:17][CH:18]=1)[C:5]([NH:7][C:8]1[C:9](Cl)=[N:10][CH:11]=[C:12]([Cl:14])[CH:13]=1)=[O:6].[NH:19]1[CH2:24][CH2:23][NH:22][CH2:21][CH2:20]1>C(#N)C>[Cl:1][C:2]1[CH:3]=[C:4]([CH:16]=[CH:17][CH:18]=1)[C:5]([NH:7][C:8]1[C:9]([N:19]2[CH2:24][CH2:23][NH:22][CH2:21][CH2:20]2)=[N:10][CH:11]=[C:12]([Cl:14])[CH:13]=1)=[O:6]. Procedure details: A solution of 0.500 g (1.66 mmol) of 3-chloro-N-(2,5-dichloro-pyridin-3-yl)-benzamide and 0.71 g (8.3 mmol) of piperazine in acetonitrile (5 mL) are heated to 175° C. for 30 minutes in a microwave reactor. The mixture is concentrated under reduced pressure and the residue is purified by flash silica gel chromatography to provide 0.320 g (54.9%) of 3-chloro-N-(5-chloro-2-piperazin-1-yl-pyridin-3-yl)-benzamide as a colorless solid. Procedure: To a suspension of 12.00 g (0.033 mol) 5-bromo-3-(4-chloro-phenyl)-pyrazin-2-ylamine in 80 ml dibromomethane was added 5.93 g isoamyl nitrite. To the resulting mixture was added dropwise during ca 45 min a solution of 7.75 g trimethylbromosilane in 20 ml dibromomethane with stirring at ambient temperature. The mixture was stirred at room temperature for 2 h. To the resulting dark solution was added 100 ml of a 10% aqueous sodium bicarbonate. The phases were separated and the organic phase washed... The reactants are C[Si](Br)(C)C (trimethylbromosilane), C([O-])(O)=O.[Na+] (sodium bicarbonate), BrC=1N=C(C(=NC1)N)C1=CC=C(C=C1)Cl (5-bromo-3-(4-chloro-phenyl)-pyrazin-2-ylamine), N(=O)OCCC(C)C (isoamyl nitrite). Reaction SMILES: [Br:1][C:2]1[N:3]=[C:4]([C:9]2[CH:14]=[CH:13][C:12]([Cl:15])=[CH:11][CH:10]=2)[C:5](N)=[N:6][CH:7]=1.N(OCCC(C)C)=O.C[Si](C)(C)[Br:26].C(=O)(O)[O-].[Na+]>BrCBr.CCCCCCC>[Br:26][C:5]1[C:4]([C:9]2[CH:14]=[CH:13][C:12]([Cl:15])=[CH:11][CH:10]=2)=[N:3][C:2]([Br:1])=[CH:7][N:6]=1 |f:3.4|. Yields the product BrC1=NC=C(N=C1C1=CC=C(C=C1)Cl)Br (2,5-dibromo-3-(4-chloro-phenyl)-pyrazine). Run in CCCCCCC (heptane), BrCBr (dibromomethane), BrCBr (dibromomethane). The yield is 103.8%.